From a dataset of the Open Reaction Database (ORD), a public repository of structured organic reaction records. describe an organic reaction: reactants, conditions, products, and yield Reaction SMILES: [C:1](#[N:2])[CH2:3][C:4]1([OH:17])[CH2:5][CH2:6][N:7]([C:10](=[O:11])[O:12][C:13]([CH3:14])([CH3:15])[CH3:16])[CH2:8][CH2:9]1.[CH3:20][CH2:21][OH:22].[CH3:23][C:24](=[O:25])[OH:26].[H:18][H:19].[Pt:27](=[O:28])=[O:29]>>[CH2:1]([NH2:2])[CH2:3][C:4]1([OH:17])[CH2:5][CH2:6][N:7]([C:10](=[O:11])[O:12][C:13]([CH3:14])([CH3:15])[CH3:16])[CH2:8][CH2:9]1. Starting materials: CC(C)(C)OC(=O)N1CCC(O)(CC#N)CC1, CCO, CC(=O)O, [H][H], O=[Pt]=O. The product is CC(C)(C)OC(=O)N1CCC(O)(CCN)CC1. The reactants are CS(C)=O, Clc1cnc(Cl)c(Cl)c1, [K+], [OH-], O, COc1ccc(O)cn1. The product is COc1ccc(Oc2ncc(Cl)cc2Cl)cn1. RXN SMILES: [CH3:22][S:23](=[O:24])[CH3:25].[Cl:10][c:11]1[n:12][cH:13][c:14]([Cl:18])[cH:15][c:16]1[Cl:17].[K+:20].[OH-:19].[OH2:21].[OH:1][c:2]1[cH:3][cH:4][c:5]([O:8][CH3:9])[n:6][cH:7]1>>[O:1]([c:2]1[cH:3][cH:4][c:5]([O:8][CH3:9])[n:6][cH:7]1)[c:11]1[n:12][cH:13][c:14]([Cl:18])[cH:15][c:16]1[Cl:17]. Reactants: O=C([O-])O, COC(=O)C1=C(C(OC)OC)NC(C)=C(P2(=O)OCCCO2)C1c1ccccc1[N+](=O)[O-], CC(C)=O, Cl, [Na+], O. Yields the product COC(=O)C1=C(C=O)NC(C)=C(P2(=O)OCCCO2)C1c1ccccc1[N+](=O)[O-]. RXN SMILES: [C:35](=[O:36])([OH:37])[O-:38].[CH3:1][O:2][CH:3]([C:4]1=[C:9]([C:10](=[O:11])[O:12][CH3:13])[CH:8]([c:14]2[c:15]([N+:20](=[O:21])[O-:22])[cH:16][cH:17][cH:18][cH:19]2)[C:7]([P:23]2(=[O:29])[O:24][CH2:25][CH2:26][CH2:27][O:28]2)=[C:6]([CH3:30])[NH:5]1)[O:31][CH3:32].[CH3:40][C:41](=[O:42])[CH3:43].[ClH:33].[Na+:39].[OH2:34]>>[O:2]=[CH:3][C:4]1=[C:9]([C:10](=[O:11])[O:12][CH3:13])[CH:8]([c:14]2[c:15]([N+:20](=[O:21])[O-:22])[cH:16][cH:17][cH:18][cH:19]2)[C:7]([P:23]2(=[O:29])[O:24][CH2:25][CH2:26][CH2:27][O:28]2)=[C:6]([CH3:30])[NH:5]1. The reactants are ClC1=C(C#N)C=C(C=C1)S(=O)(=O)CC (2-chloro-5-(ethylsulfonyl)-benzonitrile), ClC1=CC(=C(C=C1)CCC(=O)O)O (4-chloro-2-hydroxy-benzenepropanoic acid). The product is ClC1=CC(=C(C=C1)CCC(=O)O)OC1=C(C=C(C=C1)S(=O)(=O)CC)C#N (4-chloro-2-[2-cyano-4-(ethylsulfonyl)phenoxy]-benzenepropanoic acid). RXN SMILES: Cl[C:2]1[CH:9]=[CH:8][C:7]([S:10]([CH2:13][CH3:14])(=[O:12])=[O:11])=[CH:6][C:3]=1[C:4]#[N:5].[Cl:15][C:16]1[CH:21]=[CH:20][C:19]([CH2:22][CH2:23][C:24]([OH:26])=[O:25])=[C:18]([OH:27])[CH:17]=1>>[Cl:15][C:16]1[CH:21]=[CH:20][C:19]([CH2:22][CH2:23][C:24]([OH:26])=[O:25])=[C:18]([O:27][C:2]2[CH:9]=[CH:8][C:7]([S:10]([CH2:13][CH3:14])(=[O:12])=[O:11])=[CH:6][C:3]=2[C:4]#[N:5])[CH:17]=1. Procedure: The title compound was prepared by the method of example 3 step viii) using the product from step iii) and the product from example 35 step ii). Reactants: C1(=CC=CC=C1)COC1=CC=C2C=CNC2=C1 (6-Phenylmethoxyindole), N#N (N2). The reagents and catalysts are [Pd] (Palladium on carbon). The solvent is CC(=O)C (acetone). Run at time 16 hour. Product: OC1=CC=C2C=CNC2=C1 (6-hydroxyindole). Yield: 72.5%. As a reaction SMILES: C1(C[O:8][C:9]2[CH:17]=[C:16]3[C:12]([CH:13]=[CH:14][NH:15]3)=[CH:11][CH:10]=2)C=CC=CC=1.N#N>CC(C)=O.[Pd]>[OH:8][C:9]1[CH:17]=[C:16]2[C:12]([CH:13]=[CH:14][NH:15]2)=[CH:11][CH:10]=1. Procedure details: 6-Phenylmethoxyindole (3.93 g, 17.6 mmol), was suspended in acetone (350 mL), under N2 and cooled in an ice bath. 10% Palladium on carbon (0.80 g) was added, and the N2 atmosphere was replaced with H2 by alternately placing the reaction flask under vacuum and introducing H2 from a balloon. The cold bath was then removed and the reaction mixture stirred under positive H2 pressure for 16 hours. The reaction mixture was cooled in an ice bath, and N2 reintroduced. The reaction mixture was filtered t... Reactants: ClCCl (dichloromethane), C(C)(C)(C)N1CCC(CC1)=O (1-tert-butylpiperidin-4-one), C(C1=CC=CC=C1)N (benzyl amine), C(C)(=O)O[BH-](OC(C)=O)OC(C)=O.[Na+] (sodium triacetoxy borohydride). Run in C(C)(=O)O (acetic acid). Product: C(C1=CC=CC=C1)NC1CCN(CC1)C(C)(C)C (N-benzyl-1-tert-butylpiperidin-4-amine). RXN SMILES: ClCCl.[C:4]([N:8]1[CH2:13][CH2:12][C:11](=O)[CH2:10][CH2:9]1)([CH3:7])([CH3:6])[CH3:5].[CH2:15]([NH2:22])[C:16]1[CH:21]=[CH:20][CH:19]=[CH:18][CH:17]=1.C(O[BH-](OC(=O)C)OC(=O)C)(=O)C.[Na+]>C(O)(=O)C>[CH2:15]([NH:22][CH:11]1[CH2:12][CH2:13][N:8]([C:4]([CH3:7])([CH3:6])[CH3:5])[CH2:9][CH2:10]1)[C:16]1[CH:21]=[CH:20][CH:19]=[CH:18][CH:17]=1 |f:3.4|. Procedure: A dichloromethane solution (3 mL) containing 1-tert-butylpiperidin-4-one (COMPOUND PPA-1) (120 mg, 0.77 mmol), benzyl amine (0.17 mL, 1.56 mmol), acetic acid (0.05 mL) and sodium triacetoxy borohydride (246 mg, 1.16 mmol) was stirred for several days. The solution was concentrated and the residue partitioned between aqueous potassium carbonate and ethyl acetate. The organic phase was dried over sodium sulfate, filtered and concentrated. The residue was purified by silica gel chromatography using...